This data is from the Open Reaction Database (ORD), a public repository of structured organic reaction records. The task is: describe an organic reaction: reactants, conditions, products, and yield Reactants: BrC1=C(C=O)C=C(C=C1)O (2-bromo-5-hydroxybenzaldehyde), C([O-])([O-])=O.[K+].[K+] (potassium carbonate), O (water), NC1=NC2=CC=C(C=C2C(=N1)C(=O)N1CC2=CC=CC=C2C1)B1OC(C(O1)(C)C)(C)C ([2-amino-6-(4,4,5,5-tetramethyl-1,3,2-dioxaborolan-2-yl)quinazolin-4-yl]-(1,3-dihydroisoindol-2-yl)methanone). Reagents/catalysts: C1=CC=C(C=C1)P([C-]2C=CC=C2)C3=CC=CC=C3.C1=CC=C(C=C1)P([C-]2C=CC=C2)C3=CC=CC=C3.Cl[Pd]Cl.[Fe+2] ([1,1′-bis(diphenylphosphino)ferrocene]palladium(II) dichloride). Solvent: C(C)O (ethanol). Reaction conditions: temperature 120 celsius. The product is NC1=NC2=CC=C(C=C2C(=N1)C(=O)N1CC2=CC=CC=C2C1)C1=C(C=O)C=C(C=C1)O (2-[2-Amino-4-(isoindoline-2-carbonyl)quinazolin-6-yl]-5-hydroxybenzaldehyde). As a reaction SMILES: Br[C:2]1[CH:9]=[CH:8][C:7]([OH:10])=[CH:6][C:3]=1[CH:4]=[O:5].C(=O)([O-])[O-].[K+].[K+].O.[NH2:18][C:19]1[N:28]=[C:27]([C:29]([N:31]2[CH2:39][C:38]3[C:33](=[CH:34][CH:35]=[CH:36][CH:37]=3)[CH2:32]2)=[O:30])[C:26]2[C:21](=[CH:22][CH:23]=[C:24](B3OC(C)(C)C(C)(C)O3)[CH:25]=2)[N:20]=1>C(O)C.C1C=CC(P(C2C=CC=CC=2)[C-]2C=CC=C2)=CC=1.C1C=CC(P(C2C=CC=CC=2)[C-]2C=CC=C2)=CC=1.Cl[Pd]Cl.[Fe+2]>[NH2:18][C:19]1[N:28]=[C:27]([C:29]([N:31]2[CH2:32][C:33]3[C:38](=[CH:37][CH:36]=[CH:35][CH:34]=3)[CH2:39]2)=[O:30])[C:26]2[C:21](=[CH:22][CH:23]=[C:24]([C:2]3[CH:9]=[CH:8][C:7]([OH:10])=[CH:6][C:3]=3[CH:4]=[O:5])[CH:25]=2)[N:20]=1 |f:1.2.3,7.8.9.10|. Procedure: 72 mg of 2-bromo-5-hydroxybenzaldehyde, 100 mg of potassium carbonate, 1 ml of water and 15 mg of [1,1′-bis(diphenylphosphino)ferrocene]palladium(II) dichloride are added to a solution of 150 mg of [2-amino-6-(4,4,5,5-tetramethyl-1,3,2-dioxaborolan-2-yl)quinazolin-4-yl]-(1,3-dihydroisoindol-2-yl)methanone in 3 ml of ethanol under argon. The mixture is heated at 120° C. for min; the hot mixture is filtered through kieselguhr, and the filtrate is evaporated. The residue obtained was triturated wit... Yields the product COc1ccc2c(c1)CCC(=Cc1ccc(OCCCN(C)C)cc1)C2=O. The reactants are CN(C)CCCOc1ccc(C=O)cc1, COc1ccc2c(c1)CCCC2=O, CCO, [K+], [OH-]. RXN SMILES: [CH3:14][N:15]([CH2:16][CH2:17][CH2:18][O:19][c:20]1[cH:21][cH:22][c:23]([CH:24]=[O:25])[cH:26][cH:27]1)[CH3:28].[CH3:1][O:2][c:3]1[cH:4][c:5]2[c:10]([cH:11][cH:12]1)[C:9](=[O:13])[CH2:8][CH2:7][CH2:6]2.[CH3:31][CH2:32][OH:33].[K+:30].[OH-:29]>>[CH3:1][O:2][c:3]1[cH:4][c:5]2[c:10]([cH:11][cH:12]1)[C:9](=[O:13])[C:8](=[CH:24][c:23]1[cH:22][cH:21][c:20]([O:19][CH2:18][CH2:17][CH2:16][N:15]([CH3:14])[CH3:28])[cH:27][cH:26]1)[CH2:7][CH2:6]2.